This data is from the Open Reaction Database (ORD), a public repository of structured organic reaction records. The task is: describe an organic reaction: reactants, conditions, products, and yield Starting materials: BrC1=CC=C2C(=CC(=CC2=C1)C(=O)OCC)O (Ethyl 7-Bromo-4-hydroxy-2-naphthalenecarboxylate), C(=O)([O-])[O-].[K+].[K+] (K2CO3), C(C1=CC=CC=C1)Br (benzyl bromide), O (H2O). Solvent: CN(C)C=O (DMF). Conditions: temperature 25 celsius, time 11 hour. The product is C(C1=CC=CC=C1)OC1=CC(=CC2=CC(=CC=C12)Br)C(=O)OCC (Ethyl 4-Benzyloxy-7-bromo-2-naphthalenecarboxylate). The yield is 986.4%. Reaction SMILES: [Br:1][C:2]1[CH:11]=[C:10]2[C:5]([C:6]([OH:17])=[CH:7][C:8]([C:12]([O:14][CH2:15][CH3:16])=[O:13])=[CH:9]2)=[CH:4][CH:3]=1.C([O-])([O-])=O.[K+].[K+].[CH2:24](Br)[C:25]1[CH:30]=[CH:29][CH:28]=[CH:27][CH:26]=1.O>CN(C=O)C>[CH2:24]([O:17][C:6]1[C:5]2[C:10](=[CH:11][C:2]([Br:1])=[CH:3][CH:4]=2)[CH:9]=[C:8]([C:12]([O:14][CH2:15][CH3:16])=[O:13])[CH:7]=1)[C:25]1[CH:30]=[CH:29][CH:28]=[CH:27][CH:26]=1 |f:1.2.3|. Procedure details: A solution of 6 (8.04 g, 2.2 mmol) in anhydrous DMF (150 mL) under Ar was treated with K2CO3 (5.65 g, 40.9 mmol), benzyl bromide (5.59 g, 32.7 mmol, 1.2 equiv) and BU4NI (402 mg, 1.1 mmol, 0.04 equiv). After stirring for 11 h at 25° C., the reaction mixture was poured into H2O (200 mL) and extracted with EtOAc (3×200 mL). The combined organic layers were washed with saturated aqueous NaCl, dried (MgSO4) and concentrated. The resulting solid was recrystallized from 5% EtOAc-hexane to afford 12 (8... The reactants are CS(C)=O, Cc1cccc(O)c1O, ClC(Cl)Cl, ClCCl, [Na+], [OH-], O. Product: Cc1cccc2c1OCO2. RXN SMILES: [CH3:16][S:17]([CH3:18])=[O:19].[CH3:1][c:2]1[cH:3][cH:4][cH:5][c:6]([OH:7])[c:8]1[OH:9].[CH:20]([Cl:21])([Cl:22])[Cl:23].[Cl:12][CH2:13][Cl:14].[Na+:11].[OH-:10].[OH2:15]>>[CH3:1][c:2]1[cH:3][cH:4][cH:5][c:6]2[c:8]1[O:9][CH2:13][O:7]2. Reactants: FC1=C(C=CC(=C1[N+](=O)[O-])NC)C=1C2=C(C(N(C1)C)=O)N(C=C2)COCC[Si](C)(C)C (4-[2-fluoro-4-(methylamino)-3-nitrophenyl]-6-methyl-1-{[2-(trimethylsilyl)ethoxy]methyl}-1,6-dihydro-7H-pyrrolo[2,3-c]pyridin-7-one), ClC1=CC=C(C=C1)O (p-chlorophenol). Product: ClC1=CC=C(OC2=C(C=CC(=C2[N+](=O)[O-])NC)C=2C3=C(C(N(C2)C)=O)N(C=C3)COCC[Si](C)(C)C)C=C1 (4-[2-(4-Chlorophenoxy)-4-(methylamino)-3-nitrophenyl]-6-methyl-1-{[2-(trimethylsilyl)ethoxy]methyl}-1,6-dihydro-7H-pyrrolo[2,3-c]pyridin-7-one). Reaction SMILES: F[C:2]1[C:7]([N+:8]([O-:10])=[O:9])=[C:6]([NH:11][CH3:12])[CH:5]=[CH:4][C:3]=1[C:13]1[C:14]2[CH:23]=[CH:22][N:21]([CH2:24][O:25][CH2:26][CH2:27][Si:28]([CH3:31])([CH3:30])[CH3:29])[C:15]=2[C:16](=[O:20])[N:17]([CH3:19])[CH:18]=1.[Cl:32][C:33]1[CH:38]=[CH:37][C:36]([OH:39])=[CH:35][CH:34]=1>>[Cl:32][C:33]1[CH:38]=[CH:37][C:36]([O:39][C:2]2[C:7]([N+:8]([O-:10])=[O:9])=[C:6]([NH:11][CH3:12])[CH:5]=[CH:4][C:3]=2[C:13]2[C:14]3[CH:23]=[CH:22][N:21]([CH2:24][O:25][CH2:26][CH2:27][Si:28]([CH3:31])([CH3:30])[CH3:29])[C:15]=3[C:16](=[O:20])[N:17]([CH3:19])[CH:18]=2)=[CH:35][CH:34]=1. Procedure: This compound was synthesized according to the procedure of Example 1, Step 1, using 4-[2-fluoro-4-(methylamino)-3-nitrophenyl]-6-methyl-1-{[2-(trimethylsilyl)ethoxy]methyl}-1,6-dihydro-7H-pyrrolo[2,3-c]pyridin-7-one and p-chlorophenol as the starting materials. LCMS calculated for C27H32ClN4O5Si (M+H)+: m/z=555.2. found: 555.1. Starting materials: Cl (HCl), CN1CCN(CC1)CCCN1C(=NC2=C1C=CC=C2)N (1-[3-(4-methyl-1-piperazinyl)propyl]-2-aminobenzimidazole), C([O-])([O-])=O.[K+].[K+] (potassium carbonate), ice-salt, ClC=1C=C(C(=O)Cl)C=CC1Cl (3,4-dichlorobenzoylchloride). Run in C(Cl)Cl (methylene chloride). Reaction conditions: time 1 hour. Product: CN1CCN(CC1)CCCN1C(=NC2=C1C=CC=C2)NC(C2=CC(=C(C=C2)Cl)Cl)=O (1-[3-(4-methyl-1-piperazinyl)propyl]-2-(3,4 -dichlorobenzamido) benzimidazole). As a reaction SMILES: [CH3:1][N:2]1[CH2:7][CH2:6][N:5]([CH2:8][CH2:9][CH2:10][N:11]2[C:15]3[CH:16]=[CH:17][CH:18]=[CH:19][C:14]=3[N:13]=[C:12]2[NH2:20])[CH2:4][CH2:3]1.C(=O)([O-])[O-].[K+].[K+].[Cl:27][C:28]1[CH:29]=[C:30]([CH:34]=[CH:35][C:36]=1[Cl:37])[C:31](Cl)=[O:32].Cl>C(Cl)Cl>[CH3:1][N:2]1[CH2:7][CH2:6][N:5]([CH2:8][CH2:9][CH2:10][N:11]2[C:15]3[CH:16]=[CH:17][CH:18]=[CH:19][C:14]=3[N:13]=[C:12]2[NH:20][C:31](=[O:32])[C:30]2[CH:34]=[CH:35][C:36]([Cl:37])=[C:28]([Cl:27])[CH:29]=2)[CH2:4][CH2:3]1 |f:1.2.3|. Procedure details: To a mechanically stirred suspension of 1-[3-(4-methyl-1-piperazinyl)propyl]-2-aminobenzimidazole (123 g., 0.45 mole) and anhydrous potassium carbonate (182 g., 1.35 mole), in methylene chloride (1100 ml.) under nitrogen at 0° C. (ice-salt bath), was added 3,4-dichlorobenzoylchloride (113 g., 0.54 mole) at a rate sufficient to maintain the reaction temperature at 0°-3° C. The total time required for the addition was 1 hour. After stirring for 5 hours at ambient temperature, the reaction mixture ...